Dataset: the Open Reaction Database (ORD), a public repository of structured organic reaction records. Task: describe an organic reaction: reactants, conditions, products, and yield Reactants: C1CCOC1 (THF), NN (hydrazine), [N+](=O)([O-])C=1C=C(C2=C(C=CO2)C1)OC1CN2CCC1CC2 (3-[(5-nitro-1-benzofuran-7-yl)oxy]quinuclidine). The reagents and catalysts are [Ni] (Raney-nickel). The solvent is C(C)O (ethanol). Run at time 3 hour. Yields the product N12CC(C(CC1)CC2)OC2=CC(=CC=1C=COC12)N (7-(1-azabicyclo[2.2.2]oct-3-yloxy)-1-benzofuran-5-amine). Yield: 40.4%. Reaction SMILES: [N+:1]([C:4]1[CH:5]=[C:6]([O:13][CH:14]2[CH:19]3[CH2:20][CH2:21][N:16]([CH2:17][CH2:18]3)[CH2:15]2)[C:7]2[O:11][CH:10]=[CH:9][C:8]=2[CH:12]=1)([O-])=O.C1COCC1.NN>C(O)C.[Ni]>[N:16]12[CH2:21][CH2:20][CH:19]([CH2:18][CH2:17]1)[CH:14]([O:13][C:6]1[C:7]3[O:11][CH:10]=[CH:9][C:8]=3[CH:12]=[C:4]([NH2:1])[CH:5]=1)[CH2:15]2. Procedure: 3-[(5-Nitro-1-benzofuran-7-yl)oxy]quinuclidine (1.38 g, 4.79 mmol; obtained in Step 1) was dissolved in ethanol:THF (100 mL: 25 mL) and Raney-nickel (slurry in ethanol; 6 mL) and hydrazine (891 μL, 0.18 mmol) were added. The mixture was stirred at room temperature for 3 h and then filtered through Celite and the solvent was removed in vacuo. The crude product was purified by flash chromatography [eluent: DCM:methanol (6:1) and chloroform:MeOH:triethylamine (9:1:0.1)] to give 7-(1-azabicyclo[2.2.... Reactants: BrC1=CN=C2N1N=CC(=N2)C(C)(C)O (2-(7-bromoimidazo[1,2-b][1,2,4]triazin-3-yl)propan-2-ol), FC1=C(C=CC(=C1C1=CC=NC=C1)F)B(O)O (2,4-difluoro-3-(pyridin-4-yl)benzeneboronic acid), C([O-])([O-])=O.[Na+].[Na+] (sodium carbonate), solution. Reagents/catalysts: C=1C=CC(=CC1)[P](C=2C=CC=CC2)(C=3C=CC=CC3)[Pd]([P](C=4C=CC=CC4)(C=5C=CC=CC5)C=6C=CC=CC6)([P](C=7C=CC=CC7)(C=8C=CC=CC8)C=9C=CC=CC9)[P](C=1C=CC=CC1)(C=1C=CC=CC1)C=1C=CC=CC1 (Tetrakis(triphenylphosphine)palladium(0)). Run in COCCOC (ethylene glycol dimethyl ether). Run at temperature 80 celsius. Product: FC1=C(C=CC(=C1C1=CC=NC=C1)F)C1=CN=C2N1N=CC(=N2)C(C)(C)O (2-{7-[2,4-Difluoro-3-(pyridin-4-yl)phenyl]imidazo[1,2-b][1,2,4]triazin-3-yl}propan-2ol). The yield is 5.0%. Reaction SMILES: Br[C:2]1[N:6]2[N:7]=[CH:8][C:9]([C:11]([OH:14])([CH3:13])[CH3:12])=[N:10][C:5]2=[N:4][CH:3]=1.[F:15][C:16]1[C:21]([C:22]2[CH:27]=[CH:26][N:25]=[CH:24][CH:23]=2)=[C:20]([F:28])[CH:19]=[CH:18][C:17]=1B(O)O.C(=O)([O-])[O-].[Na+].[Na+]>COCCOC.C1C=CC([P]([Pd]([P](C2C=CC=CC=2)(C2C=CC=CC=2)C2C=CC=CC=2)([P](C2C=CC=CC=2)(C2C=CC=CC=2)C2C=CC=CC=2)[P](C2C=CC=CC=2)(C2C=CC=CC=2)C2C=CC=CC=2)(C2C=CC=CC=2)C2C=CC=CC=2)=CC=1>[F:28][C:20]1[C:21]([C:22]2[CH:23]=[CH:24][N:25]=[CH:26][CH:27]=2)=[C:16]([F:15])[CH:17]=[CH:18][C:19]=1[C:2]1[N:6]2[N:7]=[CH:8][C:9]([C:11]([OH:14])([CH3:13])[CH3:12])=[N:10][C:5]2=[N:4][CH:3]=1 |f:2.3.4,^1:47,49,68,87|. Procedure: A mixture of 2-(7-bromoimidazo[1,2-b][1,2,4]triazin-3-yl)propan-2-ol (0.10 g, 0.38 mmol), 2,4-difluoro-3-(pyridin-4-yl)benzeneboronic acid (0.14 g, 0.58 mmol) and sodium carbonate (950 μL of a 2 M solution) in ethylene glycol dimethyl ether (2 ml) was degassed by bubbling nitrogen through for 20 min. Tetrakis(triphenylphosphine)palladium(0) (0.02 g, 0.02 mmol) was added and the mixture was degassed for a further 20 min before heating at 80° C. for 18 h. The mixture was filtered through glass fib... Reactants: C(C)(C)(C)OC(N[C@@H](C[C@@H](C)OCC)C(NC1=NN(C=C1)CC(C)(C)O)=O)=O ({(1S,3R)-3-ethoxy-1-[1-(2-hydroxy-2-methyl-propyl)-1H-pyrazol-3-ylcarbamoyl]-butyl}-carbamic acid t-butyl ester), FC(C(=O)O)(F)F (trifluoroacetic acid), ClCCl (dichloromethane). Reaction conditions: time 30 minute. Product: Cl.OC(CN1N=C(C=C1)NC([C@H](C[C@@H](C)OCC)N)=O)(C)C ((2S,4R)-2-amino-4-ethoxy-pentanoic acid [1-(2-hydroxy-2-methyl-propyl)-1H-pyrazol-3-yl]-amide hydrochloride). RXN SMILES: C(OC(=O)[NH:7][C@H:8]([C:15](=[O:27])[NH:16][C:17]1[CH:21]=[CH:20][N:19]([CH2:22][C:23]([OH:26])([CH3:25])[CH3:24])[N:18]=1)[CH2:9][C@H:10]([O:12][CH2:13][CH3:14])[CH3:11])(C)(C)C.FC(F)(F)C(O)=O.[Cl:36]CCl>>[ClH:36].[OH:26][C:23]([CH3:25])([CH3:24])[CH2:22][N:19]1[CH:20]=[CH:21][C:17]([NH:16][C:15](=[O:27])[C@@H:8]([NH2:7])[CH2:9][C@H:10]([O:12][CH2:13][CH3:14])[CH3:11])=[N:18]1 |f:3.4|. Procedure details: To a solution of {(1S,3R)-3-ethoxy-1-[1-(2-hydroxy-2-methyl-propyl)-1H-pyrazol-3-ylcarbamoyl]-butyl}-carbamic acid t-butyl ester (306 mg) in dichloromethane (3 mL) was added trifluoroacetic acid (2 mL). The solution was stirred at room temperature for 30 min. Solvents were evaporated and the residue was dried in vacuo. The resulting waxy material was dissolved in methanolic hydrogen chloride solution (5 mL). Solvents were evaporated and the residue was dried in vacuo. The white solid was tritura... Reactants: TBAF-deprotection, NC1=NC=CC=C1C1=NC=2C(=NC=C(C2)C2=CN(C=C2)[Si](C(C)C)(C(C)C)C(C)C)N1C1=CC=C(CNC(C2=CC=CC=C2)=O)C=C1 (N-(4-(2-(2-aminopyridin-3-yl)-6-(1-(triisopropylsilyl)-1H-pyrrol-3-yl)-3H-imidazo[4,5-b]pyridin-3-yl)benzyl)benzamide), [F-].C(CCC)[N+](CCCC)(CCCC)CCCC (tetrabutylammonium fluoride), TBAF-deprotection. Run in O1CCCC1 (tetrahydrofuran), O1CCCC1 (tetrahydrofuran), O (water), ClCCl (dichloromethane), CO (methanol). Run at time 1 hour. Product: NC1=NC=CC=C1C1=NC=2C(=NC=C(C2)C2=CNC=C2)N1C1=CC=C(CNC(C2=CC=CC=C2)=O)C=C1 (N-(4-(2-(2-aminopyridin-3-yl)-6-(1H-pyrrol-3-yl)-3H-imidazo[4,5-b]pyridin-3-yl)benzyl)benzamide), product. RXN SMILES: [NH2:1][C:2]1[C:7]([C:8]2[N:31]([C:32]3[CH:47]=[CH:46][C:35]([CH2:36][NH:37][C:38](=[O:45])[C:39]4[CH:44]=[CH:43][CH:42]=[CH:41][CH:40]=4)=[CH:34][CH:33]=3)[C:11]3=[N:12][CH:13]=[C:14]([C:16]4[CH:20]=[CH:19][N:18]([Si](C(C)C)(C(C)C)C(C)C)[CH:17]=4)[CH:15]=[C:10]3[N:9]=2)=[CH:6][CH:5]=[CH:4][N:3]=1.[F-].C([N+](CCCC)(CCCC)CCCC)CCC>O1CCCC1.O.ClCCl.CO>[NH2:1][C:2]1[C:7]([C:8]2[N:31]([C:32]3[CH:47]=[CH:46][C:35]([CH2:36][NH:37][C:38](=[O:45])[C:39]4[CH:44]=[CH:43][CH:42]=[CH:41][CH:40]=4)=[CH:34][CH:33]=3)[C:11]3=[N:12][CH:13]=[C:14]([C:16]4[CH:20]=[CH:19][NH:18][CH:17]=4)[CH:15]=[C:10]3[N:9]=2)=[CH:6][CH:5]=[CH:4][N:3]=1 |f:1.2|. Procedure details: N-(4-(2-(2-aminopyridin-3-yl)-6-(1H-pyrrol-3-yl)-3H-imidazo[4,5-b]pyridin-3-yl)benzyl)benzamide was synthesized according to General Procedure A followed by General Procedures I, B and C and subsequent TBAF-deprotection. TBAF-deprotection: To a solution of N-(4-(2-(2-aminopyridin-3-yl)-6-(1-(triisopropylsilyl)-1H-pyrrol-3-yl)-3H-imidazo[4,5-b]pyridin-3-yl)benzyl)benzamide (5.2 g) in anhydrous tetrahydrofuran (100 ml) was added 1.0 M tetrabutylammonium fluoride (TBAF) in tetrahydrofuran (3 ml). T... Reactants: O=C([O-])[O-], CN(C)C=O, O=[N+]([O-])c1ccc(F)c(F)c1, [K+], [K+], Nc1noc2cccc(O)c12, O. Yields the product Nc1noc2cccc(Oc3ccc([N+](=O)[O-])cc3F)c12. As a reaction SMILES: [C:23](=[O:24])([O-:25])[O-:26].[CH3:29][N:30]([CH3:31])[CH:32]=[O:33].[F:12][c:13]1[cH:14][c:15]([N+:20](=[O:21])[O-:22])[cH:16][cH:17][c:18]1[F:19].[K+:27].[K+:28].[NH2:1][c:2]1[n:3][o:4][c:5]2[c:6]1[c:7]([OH:11])[cH:8][cH:9][cH:10]2.[OH2:34]>>[NH2:1][c:2]1[n:3][o:4][c:5]2[c:6]1[c:7]([O:11][c:18]1[c:13]([F:12])[cH:14][c:15]([N+:20](=[O:21])[O-:22])[cH:16][cH:17]1)[cH:8][cH:9][cH:10]2. Starting materials: COc1ncc(B2OC(C)(C)C(C)(C)O2)cc1NC(=O)OCc1ccccc1, CO, [OH-], [OH-], [Pd+2]. Product: COc1ncc(B2OC(C)(C)C(C)(C)O2)cc1N. As a reaction SMILES: [CH2:1]([O:2][C:3](=[O:4])[NH:10][c:11]1[c:12]([O:26][CH3:27])[n:13][cH:14][c:15]([B:17]2[O:18][C:19]([CH3:24])([CH3:25])[C:20]([CH3:22])([CH3:23])[O:21]2)[cH:16]1)[c:5]1[cH:6][cH:7][cH:8][cH:9][cH:28]1.[CH3:29][OH:30].[OH-:31].[OH-:32].[Pd+2:33]>>[NH2:10][c:11]1[c:12]([O:26][CH3:27])[n:13][cH:14][c:15]([B:17]2[O:18][C:19]([CH3:24])([CH3:25])[C:20]([CH3:22])([CH3:23])[O:21]2)[cH:16]1. The reactants are [Br-], CCCC[N+](CCCC)(CCCC)CCCC, CC1(C)CONC1=O, Clc1cc(Cl)c(CBr)cc1Cl, [K+], C1CCOC1, [OH-]. Product: CC1(C)CON(Cc2cc(Cl)c(Cl)cc2Cl)C1=O. Reaction SMILES: [Br-:22].[CH3:23][CH2:24][CH2:25][CH2:26][N+:27]([CH2:28][CH2:29][CH2:30][CH3:31])([CH2:32][CH2:33][CH2:34][CH3:35])[CH2:36][CH2:37][CH2:38][CH3:39].[CH3:3][C:4]1([CH3:10])[C:5](=[O:9])[NH:6][O:7][CH2:8]1.[Cl:11][c:12]1[c:13]([CH2:20][Br:21])[cH:14][c:15]([Cl:19])[c:16]([Cl:18])[cH:17]1.[K+:2].[O:40]1[CH2:41][CH2:42][CH2:43][CH2:44]1.[OH-:1]>>[CH3:3][C:4]1([CH3:10])[C:5](=[O:9])[N:6]([CH2:20][c:13]2[c:12]([Cl:11])[cH:17][c:16]([Cl:18])[c:15]([Cl:19])[cH:14]2)[O:7][CH2:8]1.